From a dataset of the Open Reaction Database (ORD), a public repository of structured organic reaction records. describe an organic reaction: reactants, conditions, products, and yield Reactants: NC1=NC=C(C(=C1[N+](=O)[O-])N1CCN(CC1)CC(=O)N(C1=CC=CC=C1)C)Cl (2-[4-(2-amino-5-chloro-3-nitro-pyridin-4-yl)-piperazin-1-yl]-N-methyl-N-phenyl-acetamide), CN(C1=CC=C(C=O)C=C1)C (4-dimethylamino-benzaldehyde), [O-]S(=O)S(=O)[O-].[Na+].[Na+] (Na2S2O4). The solvent is C(C)O (ethanol). Reaction conditions: temperature 70 celsius. Yields the product ClC=1C(=C2C(=NC1)NC(=N2)C2=CC=C(C=C2)N(C)C)N2CCN(CC2)CC(=O)N(C2=CC=CC=C2)C (2-{4-[6-Chloro-2-(4-dimethylamino-phenyl)-3H-imidazo[4,5-b]pyridin-7-yl]-piperazin-1-yl}-N-methyl-N-phenyl-acetamide). Reaction SMILES: [NH2:1][C:2]1[C:7]([N+:8]([O-])=O)=[C:6]([N:11]2[CH2:16][CH2:15][N:14]([CH2:17][C:18]([N:20]([CH3:27])[C:21]3[CH:26]=[CH:25][CH:24]=[CH:23][CH:22]=3)=[O:19])[CH2:13][CH2:12]2)[C:5]([Cl:28])=[CH:4][N:3]=1.[CH3:29][N:30]([CH3:39])[C:31]1[CH:38]=[CH:37][C:34]([CH:35]=O)=[CH:33][CH:32]=1.[O-]S(S([O-])=O)=O.[Na+].[Na+]>C(O)C>[Cl:28][C:5]1[C:6]([N:11]2[CH2:12][CH2:13][N:14]([CH2:17][C:18]([N:20]([CH3:27])[C:21]3[CH:22]=[CH:23][CH:24]=[CH:25][CH:26]=3)=[O:19])[CH2:15][CH2:16]2)=[C:7]2[N:8]=[C:35]([C:34]3[CH:37]=[CH:38][C:31]([N:30]([CH3:39])[CH3:29])=[CH:32][CH:33]=3)[NH:1][C:2]2=[N:3][CH:4]=1 |f:2.3.4|. Reported procedure: To a mixture of 2-[4-(2-amino-5-chloro-3-nitro-pyridin-4-yl)-piperazin-1-yl]-N-methyl-N-phenyl-acetamide (0.037 g, 0.09 mmol), ethanol (3 ml), and 4-dimethylamino-benzaldehyde (0.019 g, 0.13 mmol) was added a freshly prepared aqueous solution of Na2S2O4 (1M; 0.4 ml, 0.4 mmol). The reaction mixture was heated at 70° C. for 6 h, then allowed to cool to room temperature and the solvents were removed in vacuo. The residue was absorbed on silica gel and the free running powder was placed on a 10 g is... Starting materials: Cc1cn(CC(=O)O)c(=O)[nH]c1=O, COC(=O)CNCCN(C)C(=O)OC(C)(C)C, C(=NC1CCCCC1)=NC1CCCCC1, ClCCl, CN(C)C=O. Product: COC(=O)CN(CCN(C)C(=O)OC(C)(C)C)C(=O)Cn1cc(C)c(=O)[nH]c1=O. As a reaction SMILES: [C:18](=[O:19])([OH:20])[CH2:21][n:22]1[c:23](=[O:24])[nH:25][c:26](=[O:27])[c:28]([CH3:29])[cH:30]1.[CH3:1][O:2][C:3]([CH2:4][NH:5][CH2:6][CH2:7][N:8]([CH3:9])[C:10](=[O:11])[O:12][C:13]([CH3:14])([CH3:15])[CH3:16])=[O:17].[CH:31]1([N:32]=[C:33]=[N:34][CH:35]2[CH2:36][CH2:37][CH2:38][CH2:39][CH2:40]2)[CH2:41][CH2:42][CH2:43][CH2:44][CH2:45]1.[Cl:46][CH2:47][Cl:48].[O:49]=[CH:50][N:51]([CH3:52])[CH3:53]>>[CH3:1][O:2][C:3]([CH2:4][N:5]([CH2:6][CH2:7][N:8]([CH3:9])[C:10](=[O:11])[O:12][C:13]([CH3:14])([CH3:15])[CH3:16])[C:18](=[O:19])[CH2:21][n:22]1[c:23](=[O:24])[nH:25][c:26](=[O:27])[c:28]([CH3:29])[cH:30]1)=[O:17].